Dataset: the Open Reaction Database (ORD), a public repository of structured organic reaction records. Task: describe an organic reaction: reactants, conditions, products, and yield Reactants: C(C)OC(CN1C(=NC2=NC=CC=C21)C2=CC=C(C=C2)Cl)=O (2-(4-chlorophenyl)-1H-imidazo[4,5-b]pyridine-1-acetic acid ethyl ester), [OH-].[K+] (potassium hydroxide), [O-][Si](=O)[O-].[Mg+2] (Florisil). Run in C(C)O (ethanol), O (water), CO (methanol). Yields the product O.ClC1=CC=C(C=C1)C=1N(C=2C(=NC=CC2)N1)CC(=O)O (2-(4-Chlorophenyl)-1H-imidazo[4,5-b]pyridine-1-acetic acid hydrate). Isolated yield 3.9%. RXN SMILES: C([O:3][C:4](=[O:22])[CH2:5][N:6]1[C:14]2[C:9](=[N:10][CH:11]=[CH:12][CH:13]=2)[N:8]=[C:7]1[C:15]1[CH:20]=[CH:19][C:18]([Cl:21])=[CH:17][CH:16]=1)C.[OH-].[K+].[O-][Si]([O-])=O.[Mg+2]>C(O)C.O.CO>[OH2:3].[Cl:21][C:18]1[CH:19]=[CH:20][C:15]([C:7]2[N:6]([CH2:5][C:4]([OH:22])=[O:3])[C:14]3[C:9]([N:8]=2)=[N:10][CH:11]=[CH:12][CH:13]=3)=[CH:16][CH:17]=1 |f:1.2,3.4,8.9|. Procedure details: A mixture of 2-(4-chlorophenyl)-1H-imidazo[4,5-b]pyridine-1-acetic acid ethyl ester (8.4 g, 0.027 mole) and potassium hydroxide (2.25 g, 0.04 mole) in 95% ethanol (75 ml) and water (5 ml) was heated at reflux for 2.5 hours. The mixture was evaporated to dryness. The residue was dissolved in water and acidified with glacial acetic acid. The precipitate was collected by filtration, washed with water, and dried under high vacuum overnight at 60° C. to give 7.4 g (95% yield). A 1.4-g sample was diss... Starting materials: Cl.C(C)OC(=O)C=1NC2=C(C=CC(=C2C1)C(CNC(C)(C)C)=O)O (4-(N-tert-butylaminoacetyl)-7-hydroxyindole-2-carboxylic acid ethyl ester hydrochloride), C([O-])([O-])=O.[K+].[K+] (potassium carbonate), C(C1=CC=CC=C1)Br (benzyl bromide). Procedure details: 53.6 g of 4-(N-tert-butylaminoacetyl)-7-hydroxyindole-2-carboxylic acid ethyl ester hydrochloride is combined with 59.3 g of potassium carbonate, 63.6 ml of benzyl bromide, and 1000 ml of acetone and heated under reflux for 6 hours. The mixture is then concentrated under vacuum and the residue combined with ethyl acetate and saturated sodium bicarbonate solution. The organic phase is washed three times with sodium bicarbonate solution and once with water, dried over calcium sulfate, and concentr... Solvent: CC(=O)C (acetone). RXN SMILES: Cl.[CH2:2]([O:4][C:5]([C:7]1[NH:8][C:9]2[C:14]([CH:15]=1)=[C:13]([C:16](=[O:23])[CH2:17][NH:18][C:19]([CH3:22])([CH3:21])[CH3:20])[CH:12]=[CH:11][C:10]=2[OH:24])=[O:6])[CH3:3].C(=O)([O-])[O-].[K+].[K+].[CH2:31](Br)[C:32]1[CH:37]=[CH:36][CH:35]=[CH:34][CH:33]=1>CC(C)=O>[CH2:2]([O:4][C:5]([C:7]1[NH:8][C:9]2[C:14]([CH:15]=1)=[C:13]([C:16](=[O:23])[CH2:17][N:18]([CH2:31][C:32]1[CH:37]=[CH:36][CH:35]=[CH:34][CH:33]=1)[C:19]([CH3:20])([CH3:22])[CH3:21])[CH:12]=[CH:11][C:10]=2[O:24][CH2:16][C:13]1[CH:14]=[CH:9][CH:10]=[CH:11][CH:12]=1)=[O:6])[CH3:3] |f:0.1,2.3.4|. Product: C(C)OC(=O)C=1NC2=C(C=CC(=C2C1)C(CN(C(C)(C)C)CC1=CC=CC=C1)=O)OCC1=CC=CC=C1 (7-benzyloxy-4-(N-benzyl-N-tert-butylaminoacetyl)indole-2-carboxylic acid ethyl ester).